From a dataset of the Open Reaction Database (ORD), a public repository of structured organic reaction records. describe an organic reaction: reactants, conditions, products, and yield The reactants are C(C)(C)N(C(C)C)CC (N,N-Diisopropylethylamine), N1(CCCC1)C=1CCN(CC1)C(=O)OC(C)(C)C (tert-butyl 4-pyrrolidin-1-yl-3,6-dihydropyridine-1(2H)-carboxylate), O1CCOCC1 (1,4-dioxane), C1(CC1)C(=O)Cl (cyclopropanecarbonyl chloride), O1CCOCC1 (1,4-dioxane). Run in O (water), O (water). Run at time 16 hour. Product: C1(CC1)C(=O)C1CN(CCC1=O)C(=O)OC(C)(C)C (tert-butyl 3-(cyclopropylcarbonyl)-4-oxopiperidine-1-carboxylate). RXN SMILES: C(N(CC)C(C)C)(C)C.N1([C:15]2[CH2:16][CH2:17][N:18]([C:21]([O:23][C:24]([CH3:27])([CH3:26])[CH3:25])=[O:22])[CH2:19][CH:20]=2)CCCC1.[CH:28]1([C:31](Cl)=[O:32])[CH2:30][CH2:29]1.[O:34]1CCOCC1>O>[CH:28]1([C:31]([CH:20]2[C:15](=[O:34])[CH2:16][CH2:17][N:18]([C:21]([O:23][C:24]([CH3:25])([CH3:26])[CH3:27])=[O:22])[CH2:19]2)=[O:32])[CH2:30][CH2:29]1. Reported procedure: N,N-Diisopropylethylamine (4.14 mL, 23.8 mmol) was added to a solution of tert-butyl 4-pyrrolidin-1-yl-3,6-dihydropyridine-1(2H)-carboxylate (5.00 g, 19.8 mmol) in 1,4-dioxane (10 mL). The reaction mixture was cooled in an ice bath and treated drop-wise with a solution of cyclopropanecarbonyl chloride (2.18 mL, 23.8 mmol) in 1,4-dioxane (3 mL). The mixture was allowed to stir at room temperature for 16 hours; water (10 mL) was added, and the solution was heated at reflux for 30 minutes. After co... The reactants are [N+](=O)([O-])C=1C=C2CN(CC2=CC1)C(=O)OCC1=CC=CC=C1 (benzyl 5-nitro-1,3-dihydro-2H-isoindole-2-carboxylate), O.O.Cl[Sn]Cl (SnCl2.2H2O), C(=O)(O)[O-].[Na+] (NaHCO3). Solvent: CN(C)C=O (DMF). Conditions: time 8 hour. The product is NC=1C=C2CN(CC2=CC1)C(=O)OCC1=CC=CC=C1 (benzyl 5-amino-1,3-dihydro-2H-isoindole-2-carboxylate). RXN SMILES: [N+:1]([C:4]1[CH:5]=[C:6]2[C:10](=[CH:11][CH:12]=1)[CH2:9][N:8]([C:13]([O:15][CH2:16][C:17]1[CH:22]=[CH:21][CH:20]=[CH:19][CH:18]=1)=[O:14])[CH2:7]2)([O-])=O.O.O.Cl[Sn]Cl.C([O-])(O)=O.[Na+]>CN(C=O)C>[NH2:1][C:4]1[CH:5]=[C:6]2[C:10](=[CH:11][CH:12]=1)[CH2:9][N:8]([C:13]([O:15][CH2:16][C:17]1[CH:18]=[CH:19][CH:20]=[CH:21][CH:22]=1)=[O:14])[CH2:7]2 |f:1.2.3,4.5|. Procedure: To a solution of benzyl 5-nitro-1,3-dihydro-2H-isoindole-2-carboxylate (1.34 g, 4.49 mmol) in DMF (30 mL) was added SnCl2.2H2O (5.1 g, 22.5 mmol) as a powder. The mixture was stirred overnight. The reaction mixture was adjusted to basic pH with sat. aq. NaHCO3. The white precipitate formed was extracted with EtOAc (3×150 mL). The combined organic layers were washed with brine, dried (Na2SO4), filtered and concentrated in vacuo. The residue was purified by flash chromatography on silica gel to pr...